From a dataset of the Open Reaction Database (ORD), a public repository of structured organic reaction records. describe an organic reaction: reactants, conditions, products, and yield Starting materials: ClC=1C=C(C=CC1)C=1C=C(OC1C1=CC(=CC=C1)Cl)C(=O)OCC (Ethyl 4,5-bis(3-chlorophenyl)furan-2-carboxylate), [OH-].[Li+] (lithium hydroxide). The solvent is O1CCOCC1 (dioxane). Reaction conditions: temperature 50 celsius, time 2 hour. Product: ClC=1C=C(C=CC1)C=1C=C(OC1C1=CC(=CC=C1)Cl)C(=O)O (4,5-Bis(3-chlorophenyl)furan-2-carboxylic acid). As a reaction SMILES: [Cl:1][C:2]1[CH:3]=[C:4]([C:8]2[CH:9]=[C:10]([C:20]([O:22]CC)=[O:21])[O:11][C:12]=2[C:13]2[CH:18]=[CH:17][CH:16]=[C:15]([Cl:19])[CH:14]=2)[CH:5]=[CH:6][CH:7]=1.[OH-].[Li+]>O1CCOCC1>[Cl:1][C:2]1[CH:3]=[C:4]([C:8]2[CH:9]=[C:10]([C:20]([OH:22])=[O:21])[O:11][C:12]=2[C:13]2[CH:18]=[CH:17][CH:16]=[C:15]([Cl:19])[CH:14]=2)[CH:5]=[CH:6][CH:7]=1 |f:1.2|. Procedure: 760 mg (2.10 mmol) of the compound from Example 14A are provided in 20 ml of dioxane, and 20 ml of a 2N aqueous lithium hydroxide solution are added at room temperature. The mixture is stirred at 50° C. for two hours and subsequently concentrated. A 1N aqueous HCl solution is then added until an acidic pH is established, the mixture is extracted with dichloromethane and the organic phase is dried over magnesium sulfate, filtered and concentrated. 401 mg (57% of theory) of the title compound are ... Reactants: COC(NC(C(C)C)C(=O)N1CC(CC1)C=1NC(=CN1)C1=CC=C(C=C1)C1=CC=C(C=C1)C=1NC(=NC1)C1N(CCC1)C(C(C(C)C)NC(=O)OC)=O)=O ((1-{3-[5-(4′-{2-[1-(2-methoxycarbonylamino-3-methyl-butyryl)-pyrrolidin-2-yl]-3H-imidazol-4-yl}-biphenyl-4-yl)-1H-imidazol-2-yl]-pyrrolidine-1-carbonyl}-2-methyl-propyl)-carbamic acid methyl ester), C(C)(C)(C)OC(=O)N1C(CCC1)C=1NC(=CN1)C1=CC=C(C=C1)OC1=CC(=CC=C1)C=1NC(=NC1)C1N(CCC1)C(=O)OC(C)(C)C (2-[5-(4-{3-[2-(1-Boc-pyrrolidin-2-yl)-3H-imidazol-4-yl]-phenoxy}-phenyl)-1H-imidazol-2-yl]-pyrrolidine-1-carboxylic acid tert-butyl ester). Yields the product COC(NC(C(C)C)C(=O)N1C(CCC1)C=1NC(=CN1)C1=CC=C(C=C1)OC1=CC(=CC=C1)C=1NC(=NC1)C1N(CCC1)C(C(C(C)C)NC(=O)OC)=O)=O ([1-(2-{5-[4-(3-{2-[1-(2-Methoxycarbonylamino-3-methyl-butyryl)-pyrrolidin-2-yl]-3H-imidazol-4-yl}-phenoxy)-phenyl]-1H-imidazol-2-yl}-pyrrolidine-1-carbonyl)-2-methyl-propyl]-carbamic acid methyl ester). RXN SMILES: COC(=O)NC(C(N1CCC(C2NC(C3C=CC([C:27]4[CH:32]=[CH:31][C:30]([C:33]5[NH:34][C:35]([CH:38]6[CH2:42][CH2:41][CH2:40][N:39]6[C:43](=[O:53])[CH:44]([NH:48][C:49]([O:51][CH3:52])=[O:50])[CH:45]([CH3:47])[CH3:46])=[N:36][CH:37]=5)=[CH:29][CH:28]=4)=CC=3)=CN=2)C1)=O)C(C)C.C(O[C:60]([N:62]1[CH2:66][CH2:65][CH2:64][CH:63]1[C:67]1[NH:68][C:69]([C:72]2[CH:77]=[CH:76][C:75]([O:78]C3C=CC=C(C4NC(C5CCCN5C(OC(C)(C)C)=O)=NC=4)C=3)=[CH:74][CH:73]=2)=[CH:70][N:71]=1)=[O:61])(C)(C)C>>[CH3:52][O:51][C:49](=[O:50])[NH:48][CH:44]([C:60]([N:62]1[CH2:66][CH2:65][CH2:64][CH:63]1[C:67]1[NH:68][C:69]([C:72]2[CH:77]=[CH:76][C:75]([O:78][C:28]3[CH:27]=[CH:32][CH:31]=[C:30]([C:33]4[NH:34][C:35]([CH:38]5[CH2:42][CH2:41][CH2:40][N:39]5[C:43](=[O:53])[CH:44]([NH:48][C:49]([O:51][CH3:52])=[O:50])[CH:45]([CH3:46])[CH3:47])=[N:36][CH:37]=4)[CH:29]=3)=[CH:74][CH:73]=2)=[CH:70][N:71]=1)=[O:61])[CH:45]([CH3:47])[CH3:46]. Procedure details: Following the procedure used to prepare compound (1-{3-[5-(4′-{2-[1-(2-methoxycarbonylamino-3-methyl-butyryl)-pyrrolidin-2-yl]-3H-imidazol-4-yl}-biphenyl-4-yl)-1H-imidazol-2-yl]-pyrrolidine-1-carbonyl}-2-methyl-propyl)-carbamic acid methyl ester, except that 2-[5-(4-{3-[2-(1-Boc-pyrrolidin-2-yl)-3H-imidazol-4-yl]-phenoxy}-phenyl)-1H-imidazol-2-yl]-pyrrolidine-1-carboxylic acid tert-butyl ester was used instead of 2-(5-{4′-[2-(1-Boc-pyrrolidin-3-yl)-3H-imidazol-4-yl]-biphenyl-4-yl}-1H-imidazol-2-... Reactants: C(C=C)OCC1CN(CCO1)CCC (2-Allyloxymethyl-4-n-propylmorpholine), [OH-].[Na+] (sodium hydroxide). The solvent is O (water), Cl (hydrochloric acid). Product: OCC1CN(CCO1)CCC (2-Hydroxymethyl-4-n-propylmorpholine). Isolated yield 35.0%. RXN SMILES: C([O:4][CH2:5][CH:6]1[O:11][CH2:10][CH2:9][N:8]([CH2:12][CH2:13][CH3:14])[CH2:7]1)C=C.[OH-].[Na+]>Cl.O>[OH:4][CH2:5][CH:6]1[O:11][CH2:10][CH2:9][N:8]([CH2:12][CH2:13][CH3:14])[CH2:7]1 |f:1.2|. Reported procedure: 2-Allyloxymethyl-4-n-propylmorpholine (59.7 g.) is heated under reflux in hydrochloric acid (240 ml.; 20% ) for 18 hours. The solution is cooled, diluted with ice and water, basified with sodium hydroxide and extracted with ether (3× 200 ml.). The ethereal solution is dried (MgSO4), filtered and the ether evaporated to give recovered starting material. The aqueous layer is concentrated to a small volume and precipitated salt is removed by filtration and washed with ether. The filtrate is extract... The reactants are [BH4-], CCCNc1c(SC)nc2c(Br)cc(C)cn12, CCC=O, [Na+], [Na+], C1CCOC1, [OH-], O, O=S(=O)(O)O. The product is CCCN(CCC)c1c(SC)nc2c(Br)cc(C)cn12. RXN SMILES: [BH4-:27].[Br:1][c:2]1[c:3]2[n:4]([cH:5][c:6]([CH3:8])[cH:7]1)[c:9]([NH:14][CH2:15][CH2:16][CH3:17])[c:10]([S:12][CH3:13])[n:11]2.[CH:18]([CH2:19][CH3:20])=[O:21].[Na+:28].[Na+:30].[O:31]1[CH2:32][CH2:33][CH2:34][CH2:35]1.[OH-:29].[OH2:36].[S:22](=[O:23])(=[O:24])([OH:25])[OH:26]>>[Br:1][c:2]1[c:3]2[n:4]([cH:5][c:6]([CH3:8])[cH:7]1)[c:9]([N:14]([CH2:15][CH2:16][CH3:17])[CH2:18][CH2:19][CH3:20])[c:10]([S:12][CH3:13])[n:11]2. Reactants: C(C)(=O)O (acetic acid), N1CCCC1 (pyrrolidine), C(C1=CC=CC=C1)=CC(C)=O (benzalacetone), C1=CC=CC1 (cyclopentadiene). Solvent: C(C)OCC (diethyl ether), O (water), CO (methanol). Reaction conditions: time 40 minute. Product: CC1=C2C=CC=C2C(C1)C1=CC=CC=C1 (4-methyl-6-phenyl-5,6-dihydropentalene). Isolated yield 51.9%. RXN SMILES: N1[CH2:5][CH2:4][CH2:3][CH2:2]1.[CH:6](=[CH:13]C(=O)C)[C:7]1[CH:12]=[CH:11][CH:10]=[CH:9][CH:8]=1.[CH:17]1[CH2:21]C=C[CH:18]=1.C(O)(=O)C>CO.C(OCC)C.O>[CH3:2][C:3]1[CH2:13][CH:6]([C:7]2[CH:8]=[CH:9][CH:10]=[CH:11][CH:12]=2)[C:5]2[C:4]=1[CH:18]=[CH:17][CH:21]=2. Procedure: 208 g (359 mmol) of pyrrolidine are added dropwise at 0° C. over a period of 45 minutes to a mixture of 35.0 g (239 mmol) of benzalacetone and 38.1 g (717 mmol) of cyclopentadiene in 300 ml of methanol. The red reaction solution is stirred for 40 minutes at room temperature and is subsequently admixed at 0° C. with 19 g (346 mmol) of glacial acetic acid. After addition of 300 ml of water and 500 ml of diethyl ether, the product is extracted. The aqueous phase is extracted twice with 250 ml each ... Starting materials: CC(=O)O, [Cl-], Cl, Nc1c(F)cccc1C(F)(F)F, O=N[O-], [Na+], O=S=O, O. The product is O=S(=O)(Cl)c1c(F)cccc1C(F)(F)F. Reaction SMILES: [CH3:22][C:23](=[O:24])[OH:25].[Cl-:17].[ClH:21].[F:1][c:2]1[c:3]([NH2:4])[c:5]([C:9]([F:10])([F:11])[F:12])[cH:6][cH:7][cH:8]1.[N:13]([O-:14])=[O:15].[Na+:16].[O:18]=[S:19]=[O:20].[OH2:26]>>[F:1][c:2]1[c:3]([S:19]([Cl:17])(=[O:18])=[O:20])[c:5]([C:9]([F:10])([F:11])[F:12])[cH:6][cH:7][cH:8]1.